This data is from the Open Reaction Database (ORD), a public repository of structured organic reaction records. The task is: describe an organic reaction: reactants, conditions, products, and yield Reactants: BrC1=CC=2N(C(C=3C=CC=CC3C2S1)CC)S(=O)(=O)C1=CC=C(C=C1)OC (2-bromo-5-ethyl-4-[(4-methoxyphenyl)sulfonyl]-4,5-dihydrothieno[3,2-c]isoquinoline), C1(=CC=CC=C1)B(O)O (phenylboronic acid), 4-[(5-ethyl-2-thien-3-ylthieno[3,2-c]isoquinolin-4(H)-yl)sulfonyl]phenol. Product: C(C)C1N(C2=C(C=3C=CC=CC13)SC(=C2)C2=CC=CC=C2)S(=O)(=O)C2=CC=C(C=C2)O (4-[(5-Ethyl-2-phenylthieno[3,2-c]isoquinolin-4(5H)-yl)sulfonyl]phenol). Isolated yield 38.6%. RXN SMILES: Br[C:2]1[S:14][C:13]2[C:12]3[CH:11]=[CH:10][CH:9]=[CH:8][C:7]=3[CH:6]([CH2:15][CH3:16])[N:5]([S:17]([C:20]3[CH:25]=[CH:24][C:23]([O:26]C)=[CH:22][CH:21]=3)(=[O:19])=[O:18])[C:4]=2[CH:3]=1.[C:28]1(B(O)O)[CH:33]=[CH:32][CH:31]=[CH:30][CH:29]=1>>[CH2:15]([CH:6]1[C:7]2[CH:8]=[CH:9][CH:10]=[CH:11][C:12]=2[C:13]2[S:14][C:2]([C:28]3[CH:33]=[CH:32][CH:31]=[CH:30][CH:29]=3)=[CH:3][C:4]=2[N:5]1[S:17]([C:20]1[CH:25]=[CH:24][C:23]([OH:26])=[CH:22][CH:21]=1)(=[O:19])=[O:18])[CH3:16]. Reported procedure: Starting from 2-bromo-5-ethyl-4-[(4-methoxyphenyl)sulfonyl]-4,5-dihydrothieno[3,2-c]isoquinoline (1.02 g, 2.2 mmol) and substituting phenylboronic acid (0.35 g, 2.9 mmol) in place of 3-thiopheneboronic acid in Step 1, the title compound (0.38 g, 50%, m.p. ° C.) was synthesized in essentially the same manner as described in Example 8, Steps 1-2, for 4-[(5-ethyl-2-thien-3-ylthieno[3,2-c]isoquinolin-4(H)-yl)sulfonyl]phenol. The reactants are COc1cc2c(Oc3ccc4[nH]c(C)cc4c3)ncnc2cc1OCc1ccccc1, ClCCl, [H][H], CN(C)C=O. The product is COc1cc2c(Oc3ccc4[nH]c(C)cc4c3)ncnc2cc1O. Reaction SMILES: [CH2:1]([c:2]1[cH:3][cH:4][cH:5][cH:6][cH:7]1)[O:8][c:9]1[c:10]([O:30][CH3:31])[cH:11][c:12]2[c:13]([O:19][c:20]3[cH:21][c:22]4[cH:23][c:24]([CH3:29])[nH:25][c:26]4[cH:27][cH:28]3)[n:14][cH:15][n:16][c:17]2[cH:18]1.[CH2:34]([Cl:35])[Cl:36].[H:32][H:33].[O:37]=[CH:38][N:39]([CH3:40])[CH3:41]>>[OH:8][c:9]1[c:10]([O:30][CH3:31])[cH:11][c:12]2[c:13]([O:19][c:20]3[cH:21][c:22]4[cH:23][c:24]([CH3:29])[nH:25][c:26]4[cH:27][cH:28]3)[n:14][cH:15][n:16][c:17]2[cH:18]1. The reactants are C([C@@H]([C@@H]1[C@@H]([C@@H](C(=O)O1)O)O)O)O (L-Gulonolactone), CC(C)(C)C (dimethylpropane), CC(=O)C (acetone). The product is lactone, CC1(OCC(O1)C2C3C(C(=O)O2)OC(O3)(C)C)C (2,3:5,6-di-O-isopropylidene-L-gulonolactone). Reaction SMILES: [CH2:1]([OH:12])[C@H:2]([OH:11])[C@H:3]1[O:8][C:6](=[O:7])[C@@H:5]([OH:9])[C@H:4]1[OH:10].C[C:14]([CH3:17])(C)[CH3:15].[CH3:18][C:19]([CH3:21])=O>>[CH3:18][C:19]1([CH3:21])[O:11][CH:2]([CH:3]2[O:8][C:6](=[O:7])[CH:5]3[O:9][C:14]([CH3:17])([CH3:15])[O:10][CH:4]23)[CH2:1][O:12]1. Procedure: L-Gulonolactone is treated with acetone and dimethylpropane to give the lactone, 2,3:5,6-di-O-isopropylidene-L-gulonolactone. The reactants are CC(Cl)C(=O)N(NC(=O)OC(C)(C)C)C1C2CC3CC(C2)CC1C3, ClCCl, O=C(O)C(F)(F)F. Product: CC1NN(C2C3CC4CC(C3)CC2C4)C1=O. Reaction SMILES: [Cl:1][CH:2]([C:3](=[O:4])[N:5]([NH:6][C:7]([O:8][C:9]([CH3:10])([CH3:11])[CH3:12])=[O:13])[CH:14]1[CH:15]2[CH2:16][CH:17]3[CH2:18][CH:19]([CH2:20][CH:21]1[CH2:22]3)[CH2:23]2)[CH3:24].[Cl:32][CH2:33][Cl:34].[OH:25][C:26]([C:27]([F:28])([F:29])[F:30])=[O:31]>>[CH:2]1([CH3:24])[C:3](=[O:4])[N:5]([CH:14]2[CH:15]3[CH2:16][CH:17]4[CH2:18][CH:19]([CH2:20][CH:21]2[CH2:22]4)[CH2:23]3)[NH:6]1. The reactants are C(CCC)C1=NC2=C(N1CC1=CC=C(C=C1)C1=C(C=CC(=C1)Cl)C#N)C=CC=C2 (2-n-butyl-1-{(5'-chloro-2'-cyanobiphenyl-4-yl)methyl}benzimidazole), [N-]=[N+]=[N-].[Na+] (sodium azide), [Cl-].[NH4+] (ammonium chloride), [OH-].[Na+] (sodium hydroxide). Solvent: C(C)(=O)OCC (ethyl acetate), CN(C=O)C (dimethylformamide), C(C)(=O)O (acetic acid). Product: C(CCC)C1=NC2=C(N1CC1=CC=C(C=C1)C1=C(C=CC(=C1)Cl)C1=NN=NN1)C=CC=C2 (2-n-Butyl-1-[{5'-chloro-2'-(1H-tetrazol-5-yl)biphenyl-4-yl}methyl]benzimidazole). As a reaction SMILES: [CH2:1]([C:5]1[N:9]([CH2:10][C:11]2[CH:16]=[CH:15][C:14]([C:17]3[CH:22]=[C:21]([Cl:23])[CH:20]=[CH:19][C:18]=3[C:24]#[N:25])=[CH:13][CH:12]=2)[C:8]2[CH:26]=[CH:27][CH:28]=[CH:29][C:7]=2[N:6]=1)[CH2:2][CH2:3][CH3:4].[N-:30]=[N+:31]=[N-:32].[Na+].[Cl-].[NH4+].[OH-].[Na+]>CN(C)C=O.C(O)(=O)C.C(OCC)(=O)C>[CH2:1]([C:5]1[N:9]([CH2:10][C:11]2[CH:12]=[CH:13][C:14]([C:17]3[CH:22]=[C:21]([Cl:23])[CH:20]=[CH:19][C:18]=3[C:24]3[NH:32][N:31]=[N:30][N:25]=3)=[CH:15][CH:16]=2)[C:8]2[CH:26]=[CH:27][CH:28]=[CH:29][C:7]=2[N:6]=1)[CH2:2][CH2:3][CH3:4] |f:1.2,3.4,5.6|. Procedure details: 1.2 g of 2-n-butyl-1-{(5'-chloro-2'-cyanobiphenyl-4-yl)methyl}benzimidazole prepared in Preparation Example 8, 910 mg of sodium azide and 750 mg of ammonium chloride were heated while stirring in 50 ml of dimethylformamide as a reaction solvent at an internal temperature of 125° C. for 50 hr. After cooling, a dilute sodium hydroxide solution and ethyl acetate were added thereto for phase separation, thereby obtaining a watery phase. The watery phase was wealky acidified with acetic acid, extract... Reactants: ClC=1C=C2C(=NC1)N(C=C2C2=NC=C(C(=N2)N[C@@H]2C[C@@H](CCC2)N)F)S(=O)(=O)C2=CC=C(C=C2)C ((1S,3R)—N1-[2-[5-chloro-1-(p-tolylsulfonyl)pyrrolo[2,3-b]pyridin-3-yl]-5-fluoro-pyrimidin-4-yl]cyclohexane-1,3-diamine), C(C)(C)(C)OC(=O)N1CC(OCC1)C(=O)O (4-tert-butoxycarbonylmorpholine-2-carboxylic acid), C(CCl)Cl (EDC), C=1C=CC2=C(C1)N=NN2O (HOBt), CCN(C(C)C)C(C)C (iPr2NEt), [OH-].[Li+] (lithium hydroxide). Solvent: C(Cl)Cl (CH2Cl2). Run at time 8 hour. The product is bis-hydrochloride, ClC=1C=C2C(=NC1)NC=C2C2=NC=C(C(=N2)N[C@@H]2C[C@@H](CCC2)NC(=O)C2CNCCO2)F (N-[(1R,3S)-3-[[2-(5-chloro-1H-pyrrolo[2,3-b]pyridin-3-yl)-5-fluoro-pyrimidin-4-yl]amino]cyclohexyl]morpholine-2-carboxamide). Reaction SMILES: [Cl:1][C:2]1[CH:3]=[C:4]2[C:10]([C:11]3[N:16]=[C:15]([NH:17][C@H:18]4[CH2:23][CH2:22][CH2:21][C@@H:20]([NH2:24])[CH2:19]4)[C:14]([F:25])=[CH:13][N:12]=3)=[CH:9][N:8](S(C3C=CC(C)=CC=3)(=O)=O)[C:5]2=[N:6][CH:7]=1.C(OC([N:43]1[CH2:48][CH2:47][O:46][CH:45]([C:49](O)=[O:50])[CH2:44]1)=O)(C)(C)C.C(Cl)CCl.C1C=CC2N(O)N=NC=2C=1.CCN(C(C)C)C(C)C.[OH-].[Li+]>C(Cl)Cl>[Cl:1][C:2]1[CH:3]=[C:4]2[C:10]([C:11]3[N:16]=[C:15]([NH:17][C@H:18]4[CH2:23][CH2:22][CH2:21][C@@H:20]([NH:24][C:49]([CH:45]5[O:46][CH2:47][CH2:48][NH:43][CH2:44]5)=[O:50])[CH2:19]4)[C:14]([F:25])=[CH:13][N:12]=3)=[CH:9][NH:8][C:5]2=[N:6][CH:7]=1 |f:5.6|. Reported procedure: To a solution of (1S,3R)—N1-[2-[5-chloro-1-(p-tolylsulfonyl)pyrrolo[2,3-b]pyridin-3-yl]-5-fluoro-pyrimidin-4-yl]cyclohexane-1,3-diamine (0.06 g, 0.12 mmol) in CH2Cl2 (3 mL) was added 4-tert-butoxycarbonylmorpholine-2-carboxylic acid (40.4 mg, 0.17 mmol), EDC (0.03 g, 0.14 mmol), HOBt (0.02 g, 0.12 mmol) and iPr2NEt (0.06 g, 0.47 mmol), and the reaction mixture was stirred at room temperature overnight. The solvent was evaporated under reduced pressure, and the residue was dissolved in CH2Cl2 (2 ... The reactants are O=S(=O)(Cl)c1cccc(Br)c1, CC(C)(C)OC(=O)C=Cc1cc[nH]c1. The product is CC(C)(C)OC(=O)C=Cc1ccn(S(=O)(=O)c2cccc(Br)c2)c1. RXN SMILES: [Br:15][c:16]1[cH:17][c:18]([S:22](=[O:23])(=[O:24])[Cl:25])[cH:19][cH:20][cH:21]1.[C:1]([CH3:2])([CH3:3])([CH3:4])[O:5][C:6]([CH:7]=[CH:8][c:9]1[cH:10][nH:11][cH:12][cH:13]1)=[O:14]>>[C:1]([CH3:2])([CH3:3])([CH3:4])[O:5][C:6]([CH:7]=[CH:8][c:9]1[cH:10][n:11]([S:22]([c:18]2[cH:17][c:16]([Br:15])[cH:21][cH:20][cH:19]2)(=[O:23])=[O:24])[cH:12][cH:13]1)=[O:14]. Reactants: ClC1=C(C=CC=C1)C1=C(C=NO1)C(=O)O (5-(2-chlorophenyl)isoxazole-4-carboxylic acid), C(C)NCC1=CC=CC=C1 (N-ethylbenzylamine). Yields the product C(C1=CC=CC=C1)N(C(=O)C=1C=NOC1C1=C(C=CC=C1)Cl)CC (N-Benzyl-5-(2-chlorophenyl)-N-ethylisoxazole-4-carboxamide), solid. As a reaction SMILES: [Cl:1][C:2]1[CH:7]=[CH:6][CH:5]=[CH:4][C:3]=1[C:8]1[O:12][N:11]=[CH:10][C:9]=1[C:13]([OH:15])=O.[CH2:16]([NH:18][CH2:19][C:20]1[CH:25]=[CH:24][CH:23]=[CH:22][CH:21]=1)[CH3:17]>>[CH2:19]([N:18]([CH2:16][CH3:17])[C:13]([C:9]1[CH:10]=[N:11][O:12][C:8]=1[C:3]1[CH:4]=[CH:5][CH:6]=[CH:7][C:2]=1[Cl:1])=[O:15])[C:20]1[CH:25]=[CH:24][CH:23]=[CH:22][CH:21]=1. Procedure details: The title compound was prepared from 5-(2-chlorophenyl)isoxazole-4-carboxylic acid (11.2 mg, 0.050 mmol) and N-ethylbenzylamine (8.1 mg, 0.060 mmol) as described in synthetic method C and thereafter purified by preparative HPLC method B to give a solid (8.4 mg). Calcd for C19H17ClN2O2: 340.0979, found 340.0978. Starting materials: C(=O)(O)C=1C=C2COC(=O)C2=CC1 (5-Carboxyphthalid), CN(C=O)C (N,N-dimethylformamide), C1(=CC=CC=C1)C (toluene), S(=O)(Cl)Cl (thionylchloride). Solvent: CCCCCCC (n-heptane). Yields the product ClC(=O)C=1C=C2COC(=O)C2=CC1 (5-Chlorocarbonylphthalid). As a reaction SMILES: [C:1]([C:4]1[CH:5]=[C:6]2[C:11](=[CH:12][CH:13]=1)[C:9](=[O:10])[O:8][CH2:7]2)(O)=[O:2].C1(C)C=CC=CC=1.S(Cl)([Cl:23])=O.CN(C)C=O>CCCCCCC>[Cl:23][C:1]([C:4]1[CH:5]=[C:6]2[C:11](=[CH:12][CH:13]=1)[C:9](=[O:10])[O:8][CH2:7]2)=[O:2]. Procedure details: 5-Carboxyphthalid (53 g, 0.3 mole) was suspended toluene (200 mL) and thionylchloride (44 g, 0.6 mole). N,N-dimethylformamide (DMF) (1 mL) was added and the mixture was heated at reflux temperature for 3 hours. The mixture was cooled to room temperature and n-heptane was added (200 ml). The crystals formed were collected and washed with heptane (100 mL). Yield 52 g, 88%. DSC onset: 131° C. 1H NMR (CDCl3, 500 MHz): 5.47 (2H, s), 8.06 (1H, d , J=7.5 Hz), 8.28(1H, d, J=7.5 Hz), 8.3(1H, s). 13C NMR ... Reactants: CNOC, COC(=O)c1ccn(S(=O)(=O)N(C)C)n1, CC(C)[Mg+], [Cl-], ClCCl, Cl. Yields the product CON(C)C(=O)c1ccn(S(=O)(=O)N(C)C)n1. RXN SMILES: [CH3:17][NH:18][O:19][CH3:20].[CH3:1][O:2][C:3](=[O:4])[c:5]1[n:6][n:7]([S:10]([N:11]([CH3:12])[CH3:13])(=[O:14])=[O:15])[cH:8][cH:9]1.[CH:22]([Mg+:23])([CH3:24])[CH3:25].[Cl-:21].[Cl:26][CH2:27][Cl:28].[ClH:16]>>[C:3](=[O:4])([c:5]1[n:6][n:7]([S:10]([N:11]([CH3:12])[CH3:13])(=[O:14])=[O:15])[cH:8][cH:9]1)[N:18]([CH3:17])[O:19][CH3:20].